This data is from the Open Reaction Database (ORD), a public repository of structured organic reaction records. The task is: describe an organic reaction: reactants, conditions, products, and yield Reactants: CCCc1nc(C(C)(C)O)c(C(=O)OCOC(=O)C(C)(C)C)n1Cc1ccc(-c2ccccc2C(=O)OC(C)(C)C)cc1, Cl, C1COCCO1. The product is CCCc1nc(C(C)(C)O)c(C(=O)OCOC(=O)C(C)(C)C)n1Cc1ccc(-c2ccccc2C(=O)O)cc1. RXN SMILES: [C:1]([C:2]([CH3:3])([CH3:4])[CH3:5])(=[O:6])[O:7][CH2:8][O:9][C:10](=[O:11])[c:12]1[c:13]([C:40]([CH3:41])([CH3:42])[OH:43])[n:14][c:15]([CH2:37][CH2:38][CH3:39])[n:16]1[CH2:17][c:18]1[cH:19][cH:20][c:21](-[c:24]2[c:25]([C:30](=[O:31])[O:32][C:33]([CH3:34])([CH3:35])[CH3:36])[cH:26][cH:27][cH:28][cH:29]2)[cH:22][cH:23]1.[ClH:44].[O:45]1[CH2:46][CH2:47][O:48][CH2:49][CH2:50]1>>[C:1]([C:2]([CH3:3])([CH3:4])[CH3:5])(=[O:6])[O:7][CH2:8][O:9][C:10](=[O:11])[c:12]1[c:13]([C:40]([CH3:41])([CH3:42])[OH:43])[n:14][c:15]([CH2:37][CH2:38][CH3:39])[n:16]1[CH2:17][c:18]1[cH:19][cH:20][c:21](-[c:24]2[c:25]([C:30](=[O:31])[OH:32])[cH:26][cH:27][cH:28][cH:29]2)[cH:22][cH:23]1. The reactants are O=C(c1ccccc1)N1CCC(CO)CC1, ClC(Cl)Cl, O, O=P(Cl)(Cl)Cl, c1ccncc1. Product: O=C(c1ccccc1)N1CCC(CCl)CC1. Reaction SMILES: [C:1]([c:2]1[cH:3][cH:4][cH:5][cH:6][cH:7]1)(=[O:8])[N:9]1[CH2:10][CH2:11][CH:12]([CH2:15][OH:16])[CH2:13][CH2:14]1.[CH:29]([Cl:30])([Cl:31])[Cl:32].[OH2:28].[P:23]([Cl:24])([Cl:25])([Cl:26])=[O:27].[cH:17]1[cH:18][cH:19][n:20][cH:21][cH:22]1>>[C:1]([c:2]1[cH:3][cH:4][cH:5][cH:6][cH:7]1)(=[O:8])[N:9]1[CH2:10][CH2:11][CH:12]([CH2:15][Cl:25])[CH2:13][CH2:14]1. Reactants: COC(=O)C1=NC(=NC(=C1O)O)CC1(CCCC1)C1=CC=CC=C1 (5,6-dihydroxy-2-(1-phenyl-cyclopentylmethyl)-pyrimidine-4-carboxylic acid methyl ester), solution, CN (methyl amine). The solvent is C1CCOC1 (THF), C1CCOC1 (THF). Reaction conditions: temperature 110 celsius. Yields the product CNC(=O)C=1N=C(NC(C1O)=O)CC1(CCCC1)C1=CC=CC=C1 (5-hydroxy-6-oxo-2-(1-phenyl-cyclopentylmethyl)-1,6-dihydro-pyrimidine-4-carboxylic acid methylamide). Isolated yield 36.0%. As a reaction SMILES: C[O:2][C:3]([C:5]1[C:10]([OH:11])=[C:9]([OH:12])[N:8]=[C:7]([CH2:13][C:14]2([C:19]3[CH:24]=[CH:23][CH:22]=[CH:21][CH:20]=3)[CH2:18][CH2:17][CH2:16][CH2:15]2)[N:6]=1)=O.[CH3:25][NH2:26]>C1COCC1>[CH3:25][NH:26][C:3]([C:5]1[N:6]=[C:7]([CH2:13][C:14]2([C:19]3[CH:20]=[CH:21][CH:22]=[CH:23][CH:24]=3)[CH2:18][CH2:17][CH2:16][CH2:15]2)[NH:8][C:9](=[O:12])[C:10]=1[OH:11])=[O:2]. Procedure details: To a solution of 5,6-dihydroxy-2-(1-phenyl-cyclopentylmethyl)-pyrimidine-4-carboxylic acid methyl ester (55 mg, 0.167 mmol) in THF (2 ml) was added 2M solution of methyl amine in THF (0.419 mL, 0.838 mmol) under nitrogen atmosphere in a microwave vessel. The reaction mixture was heated in a microwave oven at 110° C. for 10 min, then cooled and evaporated to dryness. The residue was washed with water and 30% ethyl acetate in hexane to get the title compound as an off-white solid (0.020 g, 36%). L... Reaction SMILES: C([O:4][C:5]1[CH:10]=[CH:9][C:8]([F:11])=[CH:7][CH:6]=1)C=C.[CH3:12][CH2:13][CH2:14]CCC>>[CH2:14]([C:10]1[CH:9]=[C:8]([F:11])[CH:7]=[CH:6][C:5]=1[OH:4])[CH:13]=[CH2:12]. Reported procedure: 381.8 parts of oily 4-allyloxy-fluorobenzene are heated in an oil-bath for 8 hours at a temperature of about 245° -250° C. After cooling, the reaction mixture is poured onto 1200 parts of hexane. The mixture is extracted three times with sodium hydroxide solution 20% (total volume of sodium hydroxide: 2000 parts). The aqueous layer is washed with petroleum ether, acidified with 1300 parts of concentrated hydrochloric acid solution and extracted with ether. The extract is dried over calcium chlor... Reactants: C(C=C)OC1=CC=C(C=C1)F (4-allyloxy-fluorobenzene), CCCCCC (hexane). Product: 313.6, C(C=C)C1=C(C=CC(=C1)F)O (2-allyl-4-fluorophenol). Reactants: C(C1=CC=CC=C1)(=O)CCC(=O)OCC1=CC(=CC=C1)OC1=CC=CC=C1 (m-phenoxybenzyl 3-benzoylpropionate), P(Cl)(Cl)(Cl)(Cl)Cl (phosphorus pentachloride). Run in C(Cl)(Cl)(Cl)Cl (carbon tetrachloride), C(Cl)(Cl)(Cl)Cl (carbon tetrachloride). Conditions: time 0.5 hour. The product is ClC(=CCC(=O)OCC1=CC(=CC=C1)OC1=CC=CC=C1)C1=CC=CC=C1 (m-phenoxybenzyl 4-chloro-4-phenyl-3-butenoate). RXN SMILES: P(Cl)(Cl)(Cl)(Cl)[Cl:2].[C:7]([CH2:15][CH2:16][C:17]([O:19][CH2:20][C:21]1[CH:26]=[CH:25][CH:24]=[C:23]([O:27][C:28]2[CH:33]=[CH:32][CH:31]=[CH:30][CH:29]=2)[CH:22]=1)=[O:18])(=O)[C:8]1[CH:13]=[CH:12][CH:11]=[CH:10][CH:9]=1>C(Cl)(Cl)(Cl)Cl>[Cl:2][C:7]([C:8]1[CH:13]=[CH:12][CH:11]=[CH:10][CH:9]=1)=[CH:15][CH2:16][C:17]([O:19][CH2:20][C:21]1[CH:26]=[CH:25][CH:24]=[C:23]([O:27][C:28]2[CH:33]=[CH:32][CH:31]=[CH:30][CH:29]=2)[CH:22]=1)=[O:18]. Reported procedure: To a refluxing mixture of phosphorus pentachloride (5.8 g) and carbon tetrachloride (25 ml) is slowly added m-phenoxybenzyl 3-benzoylpropionate (5 g) in carbon tetrachloride (10 ml) over about 45 minutes. Refluxing is continued about 0.5 hr and then the reaction is poured onto ice and extracted with ether. The ether extracts are combined, washed with saturated sodium bicarbonate, water and saturated sodium chloride, dried over calcium sulfate and solvent evaporated. The product is subjected to p...